This data is from the Open Reaction Database (ORD), a public repository of structured organic reaction records. The task is: describe an organic reaction: reactants, conditions, products, and yield Reactants: C1CCOC1, O=S(=O)(Nc1cc(N=C(c2ccccc2)c2ccccc2)cnc1Cl)C1CC1, Cl. Product: Nc1cnc(Cl)c(NS(=O)(=O)C2CC2)c1. RXN SMILES: [CH2:30]1[O:31][CH2:32][CH2:33][CH2:34]1.[Cl:1][c:2]1[n:3][cH:4][c:5]([N:15]=[C:16]([c:17]2[cH:18][cH:19][cH:20][cH:21][cH:22]2)[c:23]2[cH:24][cH:25][cH:26][cH:27][cH:28]2)[cH:6][c:7]1[NH:8][S:9](=[O:10])(=[O:11])[CH:12]1[CH2:13][CH2:14]1.[ClH:29]>>[Cl:1][c:2]1[n:3][cH:4][c:5]([NH2:15])[cH:6][c:7]1[NH:8][S:9](=[O:10])(=[O:11])[CH:12]1[CH2:13][CH2:14]1. The reactants are COC([C@H](CC=1C=C2C=CNC2=CC1)OCC)=O ((S)-2-ethoxy-3-(1H-indol-5-yl)-propionic acid methyl ester), ClCC=1N=C(OC1C)C1=CC(=CC(=C1)OC)OC (4-chloromethyl-2-(3,5-dimethoxy-phenyl)-5-methyl-oxazole). Yields the product COC=1C=C(C=C(C1)OC)C=1OC(=C(N1)CN1C=CC2=CC(=CC=C12)C[C@@H](C(=O)O)OCC)C ((S)-3-{1-[2-(3,5-Dimethoxy-phenyl)-5-methyl-oxazol-4-ylmethyl]-1H-indol-5-yl}-2-ethoxy-propionic Acid). Isolated yield 43.0%. As a reaction SMILES: C[O:2][C:3](=[O:18])[C@@H:4]([O:15][CH2:16][CH3:17])[CH2:5][C:6]1[CH:7]=[C:8]2[C:12](=[CH:13][CH:14]=1)[NH:11][CH:10]=[CH:9]2.Cl[CH2:20][C:21]1[N:22]=[C:23]([C:27]2[CH:32]=[C:31]([O:33][CH3:34])[CH:30]=[C:29]([O:35][CH3:36])[CH:28]=2)[O:24][C:25]=1[CH3:26]>>[CH3:36][O:35][C:29]1[CH:28]=[C:27]([C:23]2[O:24][C:25]([CH3:26])=[C:21]([CH2:20][N:11]3[C:12]4[C:8](=[CH:7][C:6]([CH2:5][C@H:4]([O:15][CH2:16][CH3:17])[C:3]([OH:2])=[O:18])=[CH:14][CH:13]=4)[CH:9]=[CH:10]3)[N:22]=2)[CH:32]=[C:31]([O:33][CH3:34])[CH:30]=1. Reported procedure: Starting from (S)-2-ethoxy-3-(1H-indol-5-yl)-propionic acid methyl ester and 4-chloromethyl-2-(3,5-dimethoxy-phenyl)-5-methyl-oxazole, the title compound was obtained in 43% yield as a pale red solid. MS: (M−H)− 463.2.